Task: describe an organic reaction: reactants, conditions, products, and yield. Dataset: the Open Reaction Database (ORD), a public repository of structured organic reaction records The reagents and catalysts are [Pd] (palladium on carbon). The reactants are 17.6, [N+](=O)([O-])C1=CC=C(C=C1)C(CN1CCOCC1)=O (1-(4-nitrophenyl)-2-morpholinylethanone), [H][H] (hydrogen). Procedure details: A suspension of 17.6 (0.07 mole) of Compound II and 1.76 g. of 10% palladium on carbon in 175 ml of ethanol was reduced using a Parr Hydrogenator until hydrogen uptake ceased. The catalyst was removed by filtration and the ethanol solution evaporated. The solid thus obtained was recrystallized twice from water and once from toluene whereby 5.1 g. of yellow needles of the Compound I were obtained, m.p. 107°-110° C., U.V.λmax (Am): 318(21,000), 232(6,800). RXN SMILES: [N+:1]([C:4]1[CH:9]=[CH:8][C:7]([C:10](=[O:18])[CH2:11][N:12]2[CH2:17][CH2:16][O:15][CH2:14][CH2:13]2)=[CH:6][CH:5]=1)([O-])=O.[H][H]>[Pd].C(O)C>[NH2:1][C:4]1[CH:9]=[CH:8][C:7]([C:10](=[O:18])[CH2:11][N:12]2[CH2:13][CH2:14][O:15][CH2:16][CH2:17]2)=[CH:6][CH:5]=1. The solvent is C(C)O (ethanol). Product: NC1=CC=C(C=C1)C(CN1CCOCC1)=O (1-(4-aminophenyl)-2-morpholinylethanone). Starting materials: [H-].[H-].[H-].[H-].[Li+].[Al+3] (LiAlH4), N1=CC(=CC=C1)OC1=C(C=C(C(=O)OC)C=C1)C(F)(F)F (methyl 4-(3-pyridyloxy)-3-trifluoromethylbenzoate), C(=O)([O-])[O-].[Na+].[Na+] (Na2CO3). The solvent is C1CCOC1 (THF). Conditions: time 3 hour. Yields the product N1=CC(=CC=C1)OC1=C(C=C(CO)C=C1)C(F)(F)F (4-(3-Pyridyloxy)-3-trifluoromethylbenzyl alcohol). Yield: 95.7%. As a reaction SMILES: [N:1]1[CH:6]=[CH:5][CH:4]=[C:3]([O:7][C:8]2[CH:17]=[CH:16][C:11]([C:12](OC)=[O:13])=[CH:10][C:9]=2[C:18]([F:21])([F:20])[F:19])[CH:2]=1.[H-].[H-].[H-].[H-].[Li+].[Al+3].C([O-])([O-])=O.[Na+].[Na+]>C1COCC1>[N:1]1[CH:6]=[CH:5][CH:4]=[C:3]([O:7][C:8]2[CH:17]=[CH:16][C:11]([CH2:12][OH:13])=[CH:10][C:9]=2[C:18]([F:19])([F:21])[F:20])[CH:2]=1 |f:1.2.3.4.5.6,7.8.9|. Reported procedure: 0.9 g of methyl 4-(3-pyridyloxy)-3-trifluoromethylbenzoate was dissolved in 10 ml of THF and 235 mg of LiAlH4 were added at 0° C. The mixture was stirred at RT for 3 h, poured onto 50 ml of 1 N Na2CO3 and extracted 3 times with 50 ml of EA. It was dried over Na2SO4 and the solvent was removed in vacuo. 780 mg of a white solid were obtained, which was used without further purification. Starting materials: BrC=1C=CC(=C(C(=O)O)C1)C (5-bromo-2-methyl-benzoic acid), CN(C)C=O (DMF), C(C(=O)Cl)(=O)Cl (oxalyl chloride), NC1=C(C=C(C(=O)OCC)C=C1C)C (ethyl 4-amino-3,5-dimethyl-benzoate), N1=CC=CC=C1 (pyridine). The reagents and catalysts are CN(C1=CC=NC=C1)C (N,N-dimethylpyridin-4-amine). Solvent: C1CCOC1 (THF), C(Cl)Cl (CH2Cl2). Reaction conditions: time 2 hour. Yields the product BrC=1C=CC(=C(C(=O)NC=2C(=C(C(=O)OC)C=CC2C)C)C1)C (methyl 3-[(5-bromo-2-methyl-benzoyl)amino]-2,4-dimethyl-benzoate). The yield is 95.3%. Reaction SMILES: [Br:1][C:2]1[CH:3]=[CH:4][C:5]([CH3:11])=[C:6]([CH:10]=1)C(O)=O.[CH3:12][N:13]([CH:15]=[O:16])C.[C:17](Cl)(=O)C(Cl)=O.NC1[C:34]([CH3:35])=[CH:33][C:27]([C:28]([O:30][CH2:31]C)=[O:29])=[CH:26][C:25]=1C.N1C=CC=CC=1>C1COCC1.C(Cl)Cl.CN(C)C1C=CN=CC=1>[Br:1][C:2]1[CH:10]=[CH:6][C:5]([CH3:11])=[C:4]([CH:3]=1)[C:15]([NH:13][C:12]1[C:26]([CH3:25])=[C:27]([CH:33]=[CH:34][C:35]=1[CH3:17])[C:28]([O:30][CH3:31])=[O:29])=[O:16]. Procedure details: To a solution of 5-bromo-2-methyl-benzoic acid (2.45 g, 11.16 mmol) in THF (10 ml), CH2Cl2 (10 ml) and DMF (20.00 μl, 258.65 moles) is added dropwise oxalyl chloride (1.16 ml, 13.39 mmoles) at 0° C. and the reaction mixture is slowly allowed to warm to ambient temperature. After 2 hours, the solvent is removed under reduced pressure. To the residue is added CH2Cl2 (40 ml) and the reaction mixture is cooled to 0° C., then ethyl 4-amino-3,5-dimethyl-benzoate (2 g, 11.16 mmol) is added followed by ... The reactants are C(C1=CC=CC=C1)OC1=C(C=C(CCl)C=C1)[N+](=O)[O-] (4-benzyloxy-3-nitrobenzyl chloride), [C-]#N.[Na+] (sodium cyanide), ice water. The product is C(C1=CC=CC=C1)OC1=C(C=C(C=C1)CC#N)[N+](=O)[O-] ((4-benzyloxy-3-nitrophenyl)acetonitrile). RXN SMILES: [CH2:1]([O:8][C:9]1[CH:16]=[CH:15][C:12]([CH2:13]Cl)=[CH:11][C:10]=1[N+:17]([O-:19])=[O:18])[C:2]1[CH:7]=[CH:6][CH:5]=[CH:4][CH:3]=1.[C-:20]#[N:21].[Na+]>CS(C)=O>[CH2:1]([O:8][C:9]1[CH:16]=[CH:15][C:12]([CH2:13][C:20]#[N:21])=[CH:11][C:10]=1[N+:17]([O-:19])=[O:18])[C:2]1[CH:7]=[CH:6][CH:5]=[CH:4][CH:3]=1 |f:1.2|. Run in CS(=O)C (dimethyl sulfoxide). Procedure details: 111.0 g of 4-benzyloxy-3-nitrobenzyl chloride and 21.6 g of sodium cyanide in 800 ml of dimethyl sulfoxide are stirred for 2.5 hours at 40° C., then poured into 1.6 1 of ice water. The solid product is recrystallized from ethanol, yielding 95.0 g of (4-benzyloxy-3-nitrophenyl)acetonitrile, mp 91°-97° C. Yield: 88.6%. The reactants are C(C1=CC=CC=C1)OC=1C=CC2=C(OC(CO2)CN)C1 (2,3-Dihydro-7-benzyloxy-1,4-benzodioxin-2-methanamine), [I-].[Na+] (sodium iodide), ClCCCOC1=CC=C2C=CC(OC2=C1)=O (7-(3-chloropropoxy)coumarin), C(C)(C)N(CC)C(C)C (diisopropylethylamine). Run in CN(C)C=O (DMF). Product: C1(=CC=CC=C1)COC=1C=CC2=C(OC(CO2)CNCCCOC2=CC3=C(C=CC(O3)=O)C=C2)C1 (7-[3-[[(2,3-Dihydro-7-phenylmethoxy-1,4-benzodioxin-2-yl)methyl]amino]propoxy]-2H-1-benzopyran-2-one). Yield: 25.7%. RXN SMILES: [CH2:1]([O:8][C:9]1[CH:10]=[CH:11][C:12]2[O:17][CH2:16][CH:15]([CH2:18][NH2:19])[O:14][C:13]=2[CH:20]=1)[C:2]1[CH:7]=[CH:6][CH:5]=[CH:4][CH:3]=1.Cl[CH2:22][CH2:23][CH2:24][O:25][C:26]1[CH:35]=[C:34]2[C:29]([CH:30]=[CH:31][C:32](=[O:36])[O:33]2)=[CH:28][CH:27]=1.C(N(C(C)C)CC)(C)C.[I-].[Na+]>CN(C=O)C>[C:2]1([CH2:1][O:8][C:9]2[CH:10]=[CH:11][C:12]3[O:17][CH2:16][CH:15]([CH2:18][NH:19][CH2:22][CH2:23][CH2:24][O:25][C:26]4[CH:27]=[CH:28][C:29]5[CH:30]=[CH:31][C:32](=[O:36])[O:33][C:34]=5[CH:35]=4)[O:14][C:13]=3[CH:20]=2)[CH:3]=[CH:4][CH:5]=[CH:6][CH:7]=1 |f:3.4|. Reported procedure: 2,3-Dihydro-7-benzyloxy-1,4-benzodioxin-2-methanamine (1.47 g, 5.42 mmole), 7-(3-chloropropoxy)coumarin (1.30 g, 5.45 mmole), diisopropylethylamine (4.0 ml, 23 mmole) and sodium iodide (4.17 g, 28 mmole) were combined in 150 ml of DMF and heated at 80°-100° C. for 2 days under a nitrogen atmosphere. The solvent was then removed and replaced with dichloromethane. The mixture was washed with an equal volume of saturated aqueous sodium bicarbonate, with saturated aqueous sodium chloride, dried over... Starting materials: O=C([O-])[O-], C1COCCO1, [K+], [K+], CCOC(=O)c1ccc(NC(=O)CC(CN)c2ccccc2)cc1, O, Cc1ccc(S(=O)(=O)Cl)cc1. The product is CCOC(=O)c1ccc(NC(=O)CC(CNS(=O)(=O)c2ccc(C)cc2)c2ccccc2)cc1. As a reaction SMILES: [C:1](=[O:2])([O-:3])[O-:4].[CH2:42]1[O:43][CH2:44][CH2:45][O:46][CH2:47]1.[K+:5].[K+:6].[NH2:7][CH2:8][CH:9]([CH2:10][C:11](=[O:12])[NH:13][c:14]1[cH:15][cH:16][c:17]([C:18](=[O:19])[O:20][CH2:21][CH3:22])[cH:23][cH:24]1)[c:25]1[cH:26][cH:27][cH:28][cH:29][cH:30]1.[OH2:48].[S:31](=[O:32])(=[O:33])([c:34]1[cH:35][cH:36][c:37]([CH3:38])[cH:39][cH:40]1)[Cl:41]>>[NH:7]([CH2:8][CH:9]([CH2:10][C:11](=[O:12])[NH:13][c:14]1[cH:15][cH:16][c:17]([C:18](=[O:19])[O:20][CH2:21][CH3:22])[cH:23][cH:24]1)[c:25]1[cH:26][cH:27][cH:28][cH:29][cH:30]1)[S:31](=[O:32])(=[O:33])[c:34]1[cH:35][cH:36][c:37]([CH3:38])[cH:39][cH:40]1. The reactants are C1(=CC=CC=C1)NS(=O)(=O)C=1C=CC(=NC1)CCCC(=O)OC (methyl 4-[5-(phenylsulphamoyl)pyrid-2-yl]butanoate), [OH-].[Na+] (sodium hydroxide), Cl (hydrochloric acid). Run in C(C)O (ethanol). Run at time 1 hour. Product: C1(=CC=CC=C1)NS(=O)(=O)C=1C=CC(=NC1)CCCC(=O)O (4-[5-(Phenylsulphamoyl)pyrid-2-yl)butanoic acid). Yield: 83.5%. RXN SMILES: [C:1]1([NH:7][S:8]([C:11]2[CH:12]=[CH:13][C:14]([CH2:17][CH2:18][CH2:19][C:20]([O:22]C)=[O:21])=[N:15][CH:16]=2)(=[O:10])=[O:9])[CH:6]=[CH:5][CH:4]=[CH:3][CH:2]=1.[OH-].[Na+].Cl>C(O)C>[C:1]1([NH:7][S:8]([C:11]2[CH:12]=[CH:13][C:14]([CH2:17][CH2:18][CH2:19][C:20]([OH:22])=[O:21])=[N:15][CH:16]=2)(=[O:10])=[O:9])[CH:2]=[CH:3][CH:4]=[CH:5][CH:6]=1 |f:1.2|. Reported procedure: A solution of methyl 4-[5-(phenylsulphamoyl)pyrid-2-yl]butanoate (0.7 g), 10% w/v sodium hydroxide solution (5 ml) in ethanol (10 ml) was stirred for 1 hour. The solution was acidified with dilute hydrochloric acid (pH=3) and cooled. The precipitate was collected and recrystallised from ethanol to give the title compound as prisms (0.56 g). m.p. 158°-159° C. Conditions: temperature 20 celsius. As a reaction SMILES: [CH2:1]([N:8]1[CH2:12][CH:11]([C:13]2[CH:18]=[CH:17][C:16]([Cl:19])=[CH:15][CH:14]=2)[CH:10]([NH2:20])[CH2:9]1)[C:2]1[CH:7]=[CH:6][CH:5]=[CH:4][CH:3]=1.[CH:21](=O)[CH3:22].C(O)(=O)C.C(O[BH-](OC(=O)C)OC(=O)C)(=O)C.[Na+].C([O-])([O-])=O.[Na+].[Na+].CCN(C(C)C)C(C)C.Cl[C:58]([O:60][C:61]1[CH:66]=[CH:65][C:64]([F:67])=[CH:63][CH:62]=1)=[O:59]>CN(C1C=CN=CC=1)C.C(Cl)Cl.O>[F:67][C:64]1[CH:65]=[CH:66][C:61]([O:60][C:58](=[O:59])[N:20]([C@H:10]2[C@H:11]([C:13]3[CH:14]=[CH:15][C:16]([Cl:19])=[CH:17][CH:18]=3)[CH2:12][N:8]([CH2:1][C:2]3[CH:3]=[CH:4][CH:5]=[CH:6][CH:7]=3)[CH2:9]2)[CH2:21][CH3:22])=[CH:62][CH:63]=1 |f:3.4,5.6.7|. Yields the product FC1=CC=C(C=C1)OC(N(CC)[C@@H]1CN(C[C@H]1C1=CC=C(C=C1)Cl)CC1=CC=CC=C1)=O (rac-[(3S,4R)-1-Benzyl-4-(4-chloro-phenyl)-pyrrolidin-3-yl]-ethyl-carbamic acid 4-fluoro-phenyl ester). Reactants: C(C1=CC=CC=C1)N1CC(C(C1)C1=CC=C(C=C1)Cl)N (rac-(3S,4R)-1-benzyl-4-(4-chlorophenyl)-pyrrolidin-3-amine), C(C)=O (acetaldehyde), C(C)(=O)O (acetic acid), C(C)(=O)O[BH-](OC(C)=O)OC(C)=O.[Na+] (sodium triacetoxyborohydride), C(=O)([O-])[O-].[Na+].[Na+] (Na2CO3), ClC(=O)OC1=CC=C(C=C1)F (4-fluorophenyl chloroformate), C(=O)([O-])[O-].[Na+].[Na+] (Na2CO3), CCN(C(C)C)C(C)C (DIPEA). Reported procedure: A mixture of 2.14 g (7.09 mmol) rac-(3S,4R)-1-benzyl-4-(4-chlorophenyl)-pyrrolidin-3-amine, 540 uL (9.5 mmol) acetaldehyde, 609 uL (10.6 mmol) acetic acid and 2.25 g (10.6 mmol) sodium triacetoxyborohydride was stirred at 20° C. over night. Water and Na2CO3 aq. was added and the mixture was extracted with ethyl acetate. The combined organic layers were dried with Na2SO4 and evaporated to dryness. The residue was taken up in 60 mL DCM. 1.15 g DIPEA (8.86 mmol) and 43.3 mg DMAP (354 μmol) was adde... Run in C(Cl)Cl (DCM), O (Water). The reagents and catalysts are CN(C)C=1C=CN=CC1 (DMAP).